Dataset: the Open Reaction Database (ORD), a public repository of structured organic reaction records. Task: describe an organic reaction: reactants, conditions, products, and yield Starting materials: C(=O)C1=CNC=2C=CC=C(C12)C(=O)O (3-formylindole-4-carboxylic acid), C([O-])([O-])=O.[K+].[K+] (potassium carbonate), C(C1=CC=CC=C1)Br (benzyl bromide). Run in C(C)(=O)OCC (ethyl acetate), O (water), CN(C=O)C (N,N-dimethylformamide). Run at time 4 hour. Product: C(=O)C1=CNC=2C=CC=C(C12)C(=O)OCC1=CC=CC=C1 (benzyl 3-formylindole-4-carboxylate). Yield: 90.3%. RXN SMILES: [CH:1]([C:3]1[C:11]2[C:10]([C:12]([OH:14])=[O:13])=[CH:9][CH:8]=[CH:7][C:6]=2[NH:5][CH:4]=1)=[O:2].C(=O)([O-])[O-].[K+].[K+].[CH2:21](Br)[C:22]1[CH:27]=[CH:26][CH:25]=[CH:24][CH:23]=1>CN(C)C=O.C(OCC)(=O)C.O>[CH:1]([C:3]1[C:11]2[C:10]([C:12]([O:14][CH2:21][C:22]3[CH:27]=[CH:26][CH:25]=[CH:24][CH:23]=3)=[O:13])=[CH:9][CH:8]=[CH:7][C:6]=2[NH:5][CH:4]=1)=[O:2] |f:1.2.3|. Procedure details: To a suspension of 3-formylindole-4-carboxylic acid (390 mg) and potassium carbonate (285 mg) in N,N-dimethylformamide (10 ml) was added benzyl bromide (353 mg) at ambient temperature and the mixture was stirred for 4 hours. The resulting mixture was diluted with ethyl acetate and water, then the layers were separated. The organic layer was washed with brine, dried over magnesium sulfate and concentrated in vacuo. The residual solid was triturated with diethyl ether:n-hexane (1:6) to give benzyl... The reactants are CO, [Na+], [OH-], CCCCCCC(C(=O)OCCc1ccccn1)n1cnc2cc(-c3ccccc3C#N)ccc21. Product: CCCCCCC(C(=O)O)n1cnc2cc(-c3ccccc3C#N)ccc21. As a reaction SMILES: [CH3:36][OH:37].[Na+:39].[OH-:38].[n:1]1[cH:2][cH:3][cH:4][cH:5][c:6]1[CH2:7][CH2:8][O:9][C:10]([CH:11]([CH2:12][CH2:13][CH2:14][CH2:15][CH2:16][CH3:17])[n:18]1[cH:19][n:20][c:21]2[c:22]1[cH:23][cH:24][c:25](-[c:27]1[c:28]([C:33]#[N:34])[cH:29][cH:30][cH:31][cH:32]1)[cH:26]2)=[O:35]>>[O:9]=[C:10]([CH:11]([CH2:12][CH2:13][CH2:14][CH2:15][CH2:16][CH3:17])[n:18]1[cH:19][n:20][c:21]2[c:22]1[cH:23][cH:24][c:25](-[c:27]1[c:28]([C:33]#[N:34])[cH:29][cH:30][cH:31][cH:32]1)[cH:26]2)[OH:35]. Starting materials: BrC1=C(NC(=C1Br)Br)C#N (3,4,5-Tribromo-pyrrole-2-carbonitrile), O (water), C([O-])([O-])=O.[K+].[K+] (Potassium carbonate), CI (methyl iodide). Run in CC(=O)C (acetone), C(OC)COC (dimethoxyethane). Conditions: time 8 hour. Product: BrC1=C(N(C(=C1Br)Br)C)C#N (3,4,5-Tribromo-1-methyl-pyrrole-2-carbonitrile). Reaction SMILES: [Br:1][C:2]1[C:6]([Br:7])=[C:5]([Br:8])[NH:4][C:3]=1[C:9]#[N:10].[C:11](=O)([O-])[O-].[K+].[K+].CI.O>CC(C)=O.C(COC)OC>[Br:1][C:2]1[C:6]([Br:7])=[C:5]([Br:8])[N:4]([CH3:11])[C:3]=1[C:9]#[N:10] |f:1.2.3|. Reported procedure: 3,4,5-Tribromo-pyrrole-2-carbonitrile (1.0 g, 0.003 mol) is dissolved in a mixture of acetone and dimethoxyethane. Potassium carbonate (0.45 g, 0.0033 mol) is added followed by methyl iodide (0.478 g, 0.0033 mol). After stirring overnight at room temperature, the reaction mixture is poured into water and filtered. The filter cake is air dried to give the title compound as a white solid, 0.8 g (80%), mp 115°-119° C. The reactants are IC=1C=NN(C1)CCOC1OCCCC1 (4-iodo-1-(2-(tetrahydro-2H-pyran-2-yloxy)ethyl)-1H-pyrazole), [Si](C)(C)(C(C)(C)C)OC=1C=C2C(=NN(C2=CC1)C1OCCCC1)I (5-(tert-butyldimethylsilyloxy)-3-iodo-1-(tetrahydro-2H-pyran-2-yl)-1H-indazole), O.O.O.O.O.O.O.O.[OH-].[Ba+2].[OH-] (barium hydroxide octahydrate), C(CCC)N(CCCC)CCCC (tributylamine), CC1(OB(OC1(C)C)C=C)C (4,4,5,5-tetramethyl-2-vinyl-1,3,2-dioxaborolane). The reagents and catalysts are [Pd](Cl)Cl.C1(=CC=CC=C1)P(C1=CC=CC=C1)C1=CC=CC=C1.C1(=CC=CC=C1)P(C1=CC=CC=C1)C1=CC=CC=C1 (bis(triphenylphosphine) palladium (II) chloride). Run in CN(C)C=O (DMF), O (water). Conditions: temperature 97.5 celsius. Yields the product O1C(CCCC1)N1N=C(C2=CC(=CC=C12)O)\C=C\C=1C=NN(C1)CCOC1OCCCC1 ((E)-1-(Tetrahydro-2H-pyran-2-yl)-3-(2-(1-(2-(tetrahydro-2H-pyran-2-yloxy)ethyl)-1H-pyrazol-4-yl)vinyl)-1H-indazol-5-ol). RXN SMILES: [Si]([O:8][C:9]1[CH:10]=[C:11]2[C:15](=[CH:16][CH:17]=1)[N:14]([CH:18]1[CH2:23][CH2:22][CH2:21][CH2:20][O:19]1)[N:13]=[C:12]2I)(C(C)(C)C)(C)C.C(N(CCCC)CCCC)CCC.C[C:39]1([CH3:48])[C:43]([CH3:45])([CH3:44])OB(C=C)O1.IC1C=[N:52][N:53]([CH2:55][CH2:56][O:57][CH:58]2[CH2:63][CH2:62][CH2:61][CH2:60][O:59]2)C=1.O.O.O.O.O.O.O.O.[OH-].[Ba+2].[OH-]>CN(C=O)C.[Pd](Cl)Cl.C1(P(C2C=CC=CC=2)C2C=CC=CC=2)C=CC=CC=1.C1(P(C2C=CC=CC=2)C2C=CC=CC=2)C=CC=CC=1.O>[O:19]1[CH2:20][CH2:21][CH2:22][CH2:23][CH:18]1[N:14]1[C:15]2[C:11](=[CH:10][C:9]([OH:8])=[CH:17][CH:16]=2)[C:12](/[CH:48]=[CH:39]/[C:43]2[CH:44]=[N:52][N:53]([CH2:55][CH2:56][O:57][CH:58]3[CH2:63][CH2:62][CH2:61][CH2:60][O:59]3)[CH:45]=2)=[N:13]1 |f:4.5.6.7.8.9.10.11.12.13.14,16.17.18|. Procedure details: Sparge with nitrogen a mixture of 5-(tert-butyldimethylsilyloxy)-3-iodo-1-(tetrahydro-2H-pyran-2-yl)-1H-indazole (14 g, 30.54 mmol) in DMF (150 mL) in a 500 mL 3-neck round bottom flask equipped with magnetic stirring, temperature probe, and condenser with septa for 10 minutes. To the resulting solution add tributylamine (TBA, 6.7 g, 36.1 mmol) and 4,4,5,5-tetramethyl-2-vinyl-1,3,2-dioxaborolane (7.0 g, 43.18 mmol) and continue sparging for 10 minutes. To the resulting mixture add bis(triphenylp... Starting materials: COC(=O)C1=NC=C(C=C1)O (5-hydroxy-pyridine-2-carboxylic acid methyl ester), [H-].[Na+] (sodium hydride), starting material, FC(COS(=O)(=O)C(F)(F)F)(F)F (trifluoro-methanesulphonic acid 2,2,2-trifluoro-ethyl ester), FC(COS(=O)(=O)C(F)(F)F)(F)F (trifluoro-methanesulphonic acid 2,2,2-trifluoro-ethyl ester), C([O-])([O-])=O.[Na+].[Na+] (sodium carbonate). The solvent is CN(C=O)C (N,N-dimethylformamid). Run at temperature 0 celsius. Product: COC(=O)C1=NC=C(C=C1)OCC(F)(F)F (5-(2,2,2-trifluoro-ethoxy)-pyridine-2-carboxylic acid methyl ester). Reaction SMILES: [CH3:1][O:2][C:3]([C:5]1[CH:10]=[CH:9][C:8]([OH:11])=[CH:7][N:6]=1)=[O:4].[H-].[Na+].[F:14][C:15]([F:26])([F:25])[CH2:16]OS(C(F)(F)F)(=O)=O.C(=O)([O-])[O-].[Na+].[Na+]>CN(C)C=O>[CH3:1][O:2][C:3]([C:5]1[CH:10]=[CH:9][C:8]([O:11][CH2:16][C:15]([F:26])([F:25])[F:14])=[CH:7][N:6]=1)=[O:4] |f:1.2,4.5.6|. Reported procedure: Under an atmosphere of nitrogen a solution of 5-hydroxy-pyridine-2-carboxylic acid methyl ester (200 mg, 1.31 mmol) in N,N-dimethylformamid (2 ml) was treated at room temperature with sodium hydride (55% dispersion in oil, 64 mg). After the gas formation had ceased, the suspension was cooled to 0° C. and trifluoro-methanesulphonic acid 2,2,2-trifluoro-ethyl ester (364 mg, 1.57 mmol) was added. After stirring at room temperature for 2 hours about 50% of the starting material was left. Another 364... Starting materials: Fc1ccc(-c2cnnc(Cl)c2-c2ccncc2)cc1, NN, O, c1ccncc1. Product: NNc1nncc(-c2ccc(F)cc2)c1-c1ccncc1. As a reaction SMILES: [Cl:1][c:2]1[n:3][n:4][cH:5][c:6](-[c:14]2[cH:15][cH:16][c:17]([F:20])[cH:18][cH:19]2)[c:7]1-[c:8]1[cH:9][cH:10][n:11][cH:12][cH:13]1.[NH2:22][NH2:23].[OH2:21].[cH:24]1[cH:25][cH:26][n:27][cH:28][cH:29]1>>[c:2]1([NH:22][NH2:23])[n:3][n:4][cH:5][c:6](-[c:14]2[cH:15][cH:16][c:17]([F:20])[cH:18][cH:19]2)[c:7]1-[c:8]1[cH:9][cH:10][n:11][cH:12][cH:13]1. Starting materials: CC1CCN(C(=O)C(Cc2cc3c(N)nccc3s2)NS(=O)(=O)c2ccc(OC3CCOCC3)cc2)CC1, c1ccc(COC2CCOCC2)cc1, O=S(=O)(Cl)Cl. The product is CC1CCN(C(=O)C(Cc2cc3c(N)nccc3s2)NS(=O)(=O)c2ccc(COC3CCOCC3)cc2)CC1. As a reaction SMILES: [NH2:20][c:21]1[n:22][cH:23][cH:24][c:25]2[c:26]1[cH:27][c:28]([CH2:30][CH:31]([C:32](=[O:33])[N:34]1[CH2:35][CH2:36][CH:37]([CH3:40])[CH2:38][CH2:39]1)[NH:41][S:42](=[O:43])(=[O:44])[c:45]1[cH:46][cH:47][c:48]([O:49][CH:50]3[CH2:51][CH2:52][O:53][CH2:54][CH2:55]3)[cH:56][cH:57]1)[s:29]2.[O:6]1[CH2:7][CH2:8][CH:9]([O:12][CH2:13][c:14]2[cH:15][cH:16][cH:17][cH:18][cH:19]2)[CH2:10][CH2:11]1.[S:1]([Cl:2])([Cl:3])(=[O:4])=[O:5]>>[O:6]1[CH2:7][CH2:8][CH:9]([O:12][CH2:13][c:14]2[cH:15][cH:16][c:17]([S:42]([NH:41][CH:31]([CH2:30][c:28]3[cH:27][c:26]4[c:21]([NH2:20])[n:22][cH:23][cH:24][c:25]4[s:29]3)[C:32](=[O:33])[N:34]3[CH2:35][CH2:36][CH:37]([CH3:40])[CH2:38][CH2:39]3)(=[O:43])=[O:44])[cH:18][cH:19]2)[CH2:10][CH2:11]1. Starting materials: CN1CCNCC1 (N-methylpiperazine), ClC=1N=CC2=C(N1)N(C=C(C2=O)C(=O)OCC)C (2-chloro-5-oxo-6-carbethoxy-8-methyl-5,8-dihydro-pyrido(2,3-d)pyrimidine). Solvent: C(C)O (ethanol). Run at time 2 hour. Yields the product CN1CCN(CC1)C=1N=CC2=C(N1)N(C=C(C2=O)C(=O)OCC)C (2-(4'-methyl-piperazino)-5-oxo-6-carbethoxy-8-methyl-5,8-dihydro-pyrido(2,3-d)pyrimidine). Isolated yield 56.5%. As a reaction SMILES: [CH3:1][N:2]1[CH2:7][CH2:6][NH:5][CH2:4][CH2:3]1.Cl[C:9]1[N:10]=[CH:11][C:12]2[C:18](=[O:19])[C:17]([C:20]([O:22][CH2:23][CH3:24])=[O:21])=[CH:16][N:15]([CH3:25])[C:13]=2[N:14]=1>C(O)C>[CH3:1][N:2]1[CH2:7][CH2:6][N:5]([C:9]2[N:10]=[CH:11][C:12]3[C:18](=[O:19])[C:17]([C:20]([O:22][CH2:23][CH3:24])=[O:21])=[CH:16][N:15]([CH3:25])[C:13]=3[N:14]=2)[CH2:4][CH2:3]1. Procedure details: 1.5 g of N-methylpiperazine are added to a stirred suspension of 2 g of 2-chloro-5-oxo-6-carbethoxy-8-methyl-5,8-dihydro-pyrido(2,3-d)pyrimidine in 20 cm3 of absolute ethanol. The reaction takes place with evolution of heat. After standing for 2 hours at room temperature, the solvent is evaporated in vacuo, the residue is taken up in water and the precipitate is filtered off, washed, dried in vacuo and recrystallised from benzene: 1.4 g (58%) of 2-(4'-methyl-piperazino)-5-oxo-6-carbethoxy-8-meth... The reactants are N1(N=NN=C1)C1=CC=C(C=N1)CC(=O)N1CCN(CC1)C(=O)OC(C)(C)C (tert-butyl 4-{[6-(1H-tetrazol-1-yl)pyridin-3-yl]acetyl}piperazine-1-carboxylate), Cl.CCOC(=O)C (HCl EtOAc). Run at time 3 hour. Product: Cl.N1(CCNCC1)C(CC=1C=NC(=CC1)N1N=NN=C1)=O (1-(piperazin-1-yl)-2-[6-(1H-tetrazol-1-yl)pyridin-3yl]ethanone hydrochloride). Reaction SMILES: [N:1]1([C:6]2[N:11]=[CH:10][C:9]([CH2:12][C:13]([N:15]3[CH2:20][CH2:19][N:18](C(OC(C)(C)C)=O)[CH2:17][CH2:16]3)=[O:14])=[CH:8][CH:7]=2)[CH:5]=[N:4][N:3]=[N:2]1.[ClH:28].CCOC(C)=O>>[ClH:28].[N:15]1([C:13](=[O:14])[CH2:12][C:9]2[CH:10]=[N:11][C:6]([N:1]3[CH:5]=[N:4][N:3]=[N:2]3)=[CH:7][CH:8]=2)[CH2:16][CH2:17][NH:18][CH2:19][CH2:20]1 |f:1.2,3.4|. Reported procedure: A mixture of tert-butyl 4-{[6-(1H-tetrazol-1-yl)pyridin-3-yl]acetyl}piperazine-1-carboxylate (60 mg, 0.16 mmol) in HCl/EtOAc (3 mL) was stirred for 3 hours at room temperature. The reaction mixture was concentrated under reduce pressure to give 1-(piperazin-1-yl)-2-[6-(1H-tetrazol-1-yl)pyridin-3yl]ethanone hydrochloride. MS m/z 274 (M+1)+. 1H-NMR (400 MHz, MeOD) δ 9.89 (s, 1H), 8.46 (s, 1H), 8.05˜8.07 (m, 1H), 7.99˜8.00 (m, 1H), 3.99 (s, 2H), 3.85˜3.92 (m, 4H), 3.24˜3.30 (m, 4H). Starting materials: C1CCOC1, O=C(COC(CF)CF)OCc1ccccc1, [Li+], [OH-], O. Product: O=C(O)COC(CF)CF. RXN SMILES: [CH2:21]1[O:22][CH2:23][CH2:24][CH2:25]1.[F:1][CH2:2][CH:3]([CH2:4][F:5])[O:6][CH2:7][C:8](=[O:9])[O:10][CH2:11][c:12]1[cH:13][cH:14][cH:15][cH:16][cH:17]1.[Li+:20].[OH-:19].[OH2:18]>>[F:1][CH2:2][CH:3]([CH2:4][F:5])[O:6][CH2:7][C:8](=[O:9])[OH:10].